Dataset: the Open Reaction Database (ORD), a public repository of structured organic reaction records. Task: describe an organic reaction: reactants, conditions, products, and yield The reactants are O (water), O (water), NC1=CC=C(C2=C1CC(O2)(C)C)O (4-amino-2,3-dihydro-2,2-dimethyl-7-hydroxybenzofuran), C(C=1C(O)=CC=CC1)=O (salicylaldehyde). Solvent: C(C)(=O)OCC (ethyl acetate). The product is CC1(OC2=C(C1)C(=CC=C2O)N=CC2=C(C=CC=C2)O)C (2,3-dihydro-2,2-dimethyl-4-(2-hydroxybenzylideneamino)benzofuran-7-ol). The yield is 73.3%. Reaction SMILES: O.[NH2:2][C:3]1[C:8]2[CH2:9][C:10]([CH3:13])([CH3:12])[O:11][C:7]=2[C:6]([OH:14])=[CH:5][CH:4]=1.[CH:15](=O)[C:16]1[C:17](=[CH:19][CH:20]=[CH:21][CH:22]=1)[OH:18]>C(OCC)(=O)C>[CH3:13][C:10]1([CH3:12])[CH2:9][C:8]2[C:3]([N:2]=[CH:15][C:16]3[CH:22]=[CH:21][CH:20]=[CH:19][C:17]=3[OH:18])=[CH:4][CH:5]=[C:6]([OH:14])[C:7]=2[O:11]1. Procedure: To a 500 milliliter round bottom flask equipped with a water collector, water condenser, magnetic stirrer and drying tube was added 5.38 grams (0.030 moles) of 4-amino-2,3-dihydro-2,2-dimethyl-7-hydroxybenzofuran, 3.91 grams (0.032 moles) of salicylaldehyde and 300 milliliters of ethyl acetate. The resulting reaction mixture was heated to reflux with removal of the first 50 milliliters of distillate, and the remaining mixture allowed to reflux for 1 additional hour with continuous stirring. Afte...